This data is from the Open Reaction Database (ORD), a public repository of structured organic reaction records. The task is: describe an organic reaction: reactants, conditions, products, and yield Reactants: NC(=O)N (urea), NC1=CC=CC=C1 (aniline), CNC([C@@H](N)CC(C)C)=O (leucine methyl amide), CC1=CC=C(C(C2=CC=CC=C2)N)C=C1 (p-methylbenzhydrylamine), C(C)(C)(C)OC(=O)N[C@@H](CC(C)C)C(=O)O (tert-butyloxycarbonyl-L-leucine), ON1N=NC2=C1C=CC=C2 (1-hydroxybenzotriazole), C(C(C)[*:2])[*:1] (polypropylene), C(C(C)[*:2])[*:1] (polypropylene), C(C)(C)N=C=NC(C)C (diisopropylcarbodiimide), C(C)(C)N(CC)C(C)C (diisopropylethylamine). Run in CN(C=O)C (dimethylformamide), ClCCl (dichloromethane), CN(C=O)C (DMF). Run at time 1.5 hour. Product: C(C1=CC=CC=C1)(C1=CC=CC=C1)(C1=CC=CC=C1)N[C@@H](CC(C)C)C(=O)N (Trityl-leucine Amide). As a reaction SMILES: [NH2:1][C:2](N)=[O:3].N[C:6]1[CH:11]=[CH:10][CH:9]=[CH:8][CH:7]=1.CNC(=O)[C@H:15]([CH2:17][CH:18]([CH3:20])[CH3:19])N.C[C:23]1[CH:36]=[CH:35][C:26]([CH:27]([NH2:34])[C:28]2[CH:33]=[CH:32][CH:31]=[CH:30][CH:29]=2)=[CH:25][CH:24]=1.C(N(C(C)C)CC)(C)C.C(OC(N[C@H](C(O)=O)CC(C)C)=O)(C)(C)C.ON1C2C=CC=CC=2N=N1.C(N=C=NC(C)C)(C)C>ClCCl.CN(C)C=O>[C:27]([NH:34][C@H:15]([C:2]([NH2:1])=[O:3])[CH2:17][CH:18]([CH3:20])[CH3:19])([C:26]1[CH:25]=[CH:24][CH:23]=[CH:36][CH:35]=1)([C:28]1[CH:29]=[CH:30][CH:31]=[CH:32][CH:33]=1)[C:6]1[CH:11]=[CH:10][CH:9]=[CH:8][CH:7]=1. Procedure: In the preparation of the urea of aniline and leucine methyl amide, 100 mg of p-methylbenzhydrylamine (MBHA) resin (0.81 meq/g, 100-200 mesh) was contained within a sealed polypropylene mesh packet as used in simultaneous multiple synthesis as described in Houghten, (Proc. Natl. Acad. Sci. USA 82:5131, 1985). Following neutralization (1 min) with 5% diisopropylethylamine (DIEA) in dichloromethane (DCM) (3×5 ml), the resin was washed with DCM (3×5 ml). The resin packet was added to a solution of ...